Dataset: the Open Reaction Database (ORD), a public repository of structured organic reaction records. Task: describe an organic reaction: reactants, conditions, products, and yield The reactants are O=C([O-])[O-], COC(=O)CCC(CC(C)N(C)C)(c1ccccc1)c1ccccc1, CO, Cl, [K+], [K+], O. Yields the product CC(CC(CCC(=O)O)(c1ccccc1)c1ccccc1)N(C)C. Reaction SMILES: [C:26](=[O:27])([O-:28])[O-:29].[CH3:1][N:2]([CH:3]([CH2:4][C:5]([CH2:6][CH2:7][C:8](=[O:9])[O:10][CH3:11])([c:12]1[cH:13][cH:14][cH:15][cH:16][cH:17]1)[c:18]1[cH:19][cH:20][cH:21][cH:22][cH:23]1)[CH3:24])[CH3:25].[CH3:32][OH:33].[ClH:34].[K+:30].[K+:31].[OH2:35]>>[CH3:1][N:2]([CH:3]([CH2:4][C:5]([CH2:6][CH2:7][C:8](=[O:9])[OH:10])([c:12]1[cH:13][cH:14][cH:15][cH:16][cH:17]1)[c:18]1[cH:19][cH:20][cH:21][cH:22][cH:23]1)[CH3:24])[CH3:25]. Starting materials: CC1(OB(OC1(C)C)C=1C=C2CCN(CC2=CC1)C(=O)OC(C)(C)C)C (tert-butyl 6-(4,4,5,5-tetramethyl-1,3,2-dioxaborolan-2-yl)-3,4-dihydroisoquinoline-2(1H)-carboxylate), CC1(OB(OC1(C)C)C=1C=CC=C2CCN(CC12)C(=O)OC(C)(C)C)C (tert-butyl 8-(4,4,5,5-tetramethyl-1,3,2-dioxaborolan-2-yl)-3,4-dihydroisoquinoline-2(1H)-carboxylate), BrC=1C=NC(=NC1)C1CC1 (5-bromo-2-cyclopropylpyrimidine), C([O-])([O-])=O.[Na+].[Na+] (sodium carbonate). Reagents/catalysts: Cl[Pd]Cl (PdCl2), C1=CC=C(C=C1)P([C-]2C=CC=C2)C3=CC=CC=C3.C1=CC=C(C=C1)P([C-]2C=CC=C2)C3=CC=CC=C3.[Fe+2] (dppf). Run in CCO (EtOH), C1(=CC=CC=C1)C (toluene). Run at temperature 81 celsius. Product: EtOAc-heptanes, C1(CC1)C1=NC=C(C=N1)C=1C=C2CCN(CC2=CC1)C(=O)OC(C)(C)C (tert-Butyl 6-[2-(cyclopropyl)pyrimidin-5-yl]-3,4-dihydroisoquinoline-2(1H)-carboxylate). Isolated yield 35.8%. RXN SMILES: CC1(C)C(C)(C)OB([C:9]2[CH:10]=[C:11]3[C:16](=[CH:17][CH:18]=2)[CH2:15][N:14]([C:19]([O:21][C:22]([CH3:25])([CH3:24])[CH3:23])=[O:20])[CH2:13][CH2:12]3)O1.CC1(C)C(C)(C)OB(C2C=CC=C3C=2CN(C(OC(C)(C)C)=O)CC3)O1.Br[C:54]1[CH:55]=[N:56][C:57]([CH:60]2[CH2:62][CH2:61]2)=[N:58][CH:59]=1.C(=O)([O-])[O-].[Na+].[Na+]>Cl[Pd]Cl.C1C=CC(P(C2C=CC=CC=2)[C-]2C=CC=C2)=CC=1.C1C=CC(P(C2C=CC=CC=2)[C-]2C=CC=C2)=CC=1.[Fe+2].CCO.C1(C)C=CC=CC=1>[CH:60]1([C:57]2[N:58]=[CH:59][C:54]([C:9]3[CH:10]=[C:11]4[C:16](=[CH:17][CH:18]=3)[CH2:15][N:14]([C:19]([O:21][C:22]([CH3:23])([CH3:24])[CH3:25])=[O:20])[CH2:13][CH2:12]4)=[CH:55][N:56]=2)[CH2:62][CH2:61]1 |f:3.4.5,7.8.9|. Reported procedure: A 4:1 mixture (0.097 g, 0.27 mmol) of tert-butyl 6-(4,4,5,5-tetramethyl-1,3,2-dioxaborolan-2-yl)-3,4-dihydroisoquinoline-2(1H)-carboxylate and tert-butyl 8-(4,4,5,5-tetramethyl-1,3,2-dioxaborolan-2-yl)-3,4-dihydroisoquinoline-2(1H)-carboxylate, 5-bromo-2-cyclopropylpyrimidine (0.054 g, 0.27 mmol), PdCl2×dppf (0.0045 g), 2M sodium carbonate (1.0 mL), toluene (4.0 mL) and EtOH (1.0 mL) was purged with dry argon for ten minutes, then heated in a sealed vial at 81° C. for 6 h. The black solution was...